Dataset: the Open Reaction Database (ORD), a public repository of structured organic reaction records. Task: describe an organic reaction: reactants, conditions, products, and yield Starting materials: [H-].[Na+] (sodium hydride), Cl (hydrochloric acid), CN(C(=O)Cl)C (dimethylcarbamoyl chloride), C1(CCCC1)CNC(=O)C1=CC=C2C(=NN(C2=C1)CC1=C(C=C(C(=O)OC)C=C1)OC)CO (methyl 4-[6-(N-cyclopentylmethylcarbamoyl)-3-hydroxymethylindazol-1-ylmethyl]-3-methoxybenzoate). The solvent is petroleum ether, O1CCCC1 (tetrahydrofuran), O1CCCC1 (tetrahydrofuran), CN(C=O)C (dimethylformamide). Reaction conditions: time 45 minute. The product is C1(CCCC1)CNC(=O)C1=CC=C2C(=NN(C2=C1)CC1=C(C=C(C(=O)OC)C=C1)OC)COC(N(C)C)=O (methyl 4-[6-(N-cyclopentylmethylcarbamoyl)-3-(dimehylcarbamoyloxymethyl)indazol-1-ylmethyl]-3-methoxybenzoate). The yield is 23.0%. As a reaction SMILES: [H-].[Na+].[CH:3]1([CH2:8][NH:9][C:10]([C:12]2[CH:20]=[C:19]3[C:15]([C:16]([CH2:34][OH:35])=[N:17][N:18]3[CH2:21][C:22]3[CH:31]=[CH:30][C:25]([C:26]([O:28][CH3:29])=[O:27])=[CH:24][C:23]=3[O:32][CH3:33])=[CH:14][CH:13]=2)=[O:11])[CH2:7][CH2:6][CH2:5][CH2:4]1.[CH3:36][N:37]([CH3:41])[C:38](Cl)=[O:39].Cl>O1CCCC1.CN(C)C=O>[CH:3]1([CH2:8][NH:9][C:10]([C:12]2[CH:20]=[C:19]3[C:15]([C:16]([CH2:34][O:35][C:38](=[O:39])[N:37]([CH3:41])[CH3:36])=[N:17][N:18]3[CH2:21][C:22]3[CH:31]=[CH:30][C:25]([C:26]([O:28][CH3:29])=[O:27])=[CH:24][C:23]=3[O:32][CH3:33])=[CH:14][CH:13]=2)=[O:11])[CH2:4][CH2:5][CH2:6][CH2:7]1 |f:0.1|. Procedure: To a suspension of 60% sodium hydride dispersion (13 mg) (petroleum ether washed) in tetrahydrofuran (1 ml) at 0° was added a solution of methyl 4-[6-(N-cyclopentylmethylcarbamoyl)-3-hydroxymethylindazol-1-ylmethyl]-3-methoxybenzoate (151 mg) in 7:1 dimethylformamide:tetrahydrofuran (8 ml). After stirring for 45 minutes, dimethylcarbamoyl chloride (0.033 ml) was added. The reaction was stirred for 15 minutes and was allowed to warm to room temperature. After 3 hours, 1N hydrochloric acid was add... Reactants: ClC=1C2=C(N=CN1)N(C=C2I)CC2=NC1=C(N2C2=CC=CC=C2)C=CC=C1 (4-chloro-5-iodo-7-(1-phenyl-1H-benzoimidazol-2-ylmethyl)-7H-pyrrolo[2,3-d]pyrimidine), [NH4+].[OH-] (NH4OH). Solvent: CO (MeOH). Product: IC1=CN(C=2N=CN=C(C21)N)CC2=NC1=C(N2C2=CC=CC=C2)C=CC=C1 (5-iodo-7-((1-phenyl-1H-benzo[d]imidazol-2-yl)methyl)-7H-pyrrolo[2,3-d]pyrimidin-4-amine). The yield is 42.0%. Reaction SMILES: Cl[C:2]1[C:3]2[C:10]([I:11])=[CH:9][N:8]([CH2:12][C:13]3[N:17]([C:18]4[CH:23]=[CH:22][CH:21]=[CH:20][CH:19]=4)[C:16]4[CH:24]=[CH:25][CH:26]=[CH:27][C:15]=4[N:14]=3)[C:4]=2[N:5]=[CH:6][N:7]=1.[NH4+:28].[OH-]>CO>[I:11][C:10]1[C:3]2[C:2]([NH2:28])=[N:7][CH:6]=[N:5][C:4]=2[N:8]([CH2:12][C:13]2[N:17]([C:18]3[CH:19]=[CH:20][CH:21]=[CH:22][CH:23]=3)[C:16]3[CH:24]=[CH:25][CH:26]=[CH:27][C:15]=3[N:14]=2)[CH:9]=1 |f:1.2|. Reported procedure: A solution of 4-chloro-5-iodo-7-(1-phenyl-1H-benzoimidazol-2-ylmethyl)-7H-pyrrolo[2,3-d]pyrimidine (1.0 g, 2 mmol) in NH4OH (5 mL) and MeOH (10 mL) was stirred at 90° C. in a sealed tube overnight. Then the mixture was filtered. The precipitate was purified by P-TLC to give 140 (0.4 g, yield 42%) as a white solid. LCMS (ESI), M+H+=465.04 1HNMR (400 MHz, DMSO) δ 5.518 (s, 2H), 6.574 (s, 2H), 7.128 (s, 2H), 7.210-7.232 (m, 2H), 7.343 (s, 1H), 7.521-7.622 (m, 6H), 7.968 (s, 1H) Reactants: CC1(OC(C(O1)=CC(=O)Cl)=O)C ((2,2-dimethyl-5-oxo-[1,3]dioxolan-4-ylidene)-acetyl chloride), FC1=CC=C(C=C1)CCCNOC (N-[3-(4-fluorophenyl)-propyl]-O-methyl-hydroxylamine), compound 1-A. Product: CC1(OC(C(O1)=CC(=O)N(OC)CCCC1=CC=C(C=C1)F)=O)C (2-(2,2-Dimethyl-5-oxo-[1,3]dioxolan-4-ylidene)-N-[3-(4-fluoro-phenyl)-propyl]-N-methoxy-acetamide). Isolated yield 97.0%. Reaction SMILES: [CH3:1][C:2]1([CH3:12])[O:6][C:5](=[CH:7][C:8](Cl)=[O:9])[C:4](=[O:11])[O:3]1.[F:13][C:14]1[CH:19]=[CH:18][C:17]([CH2:20][CH2:21][CH2:22][NH:23][O:24][CH3:25])=[CH:16][CH:15]=1>>[CH3:1][C:2]1([CH3:12])[O:6][C:5](=[CH:7][C:8]([N:23]([CH2:22][CH2:21][CH2:20][C:17]2[CH:16]=[CH:15][C:14]([F:13])=[CH:19][CH:18]=2)[O:24][CH3:25])=[O:9])[C:4](=[O:11])[O:3]1. Reported procedure: Reaction of (2,2-dimethyl-5-oxo-[1,3]dioxolan-4-ylidene)-acetyl chloride with N-[3-(4-fluorophenyl)-propyl]-O-methyl-hydroxylamine as described in the preparation of compound 1-A gave the title amide as white crystals (97% yield): mp 90-91° C. (ethyl acetate-hexane). 1HNMR 400 MHz (CDCl3) δ (ppm): 1.77 (6H, s, CH3), 1.98 (2H, m, CH2), 2.64 (2H, t, J=7.9 Hz, CH2), 3.71 (2H, t, J=7.6 Hz, NCH2), 3.73 (3H, s, OCH3), 6.41 (1H, broad s, CH), 6.98 (2H, m, aromatics), 7.16 (2H, m, aromatics). Anal. calc... The product is CC(C)CN(C)C(=S)NC(=O)c1ccccc1. As a reaction SMILES: [C:7]([c:8]1[cH:9][cH:10][cH:11][cH:12][cH:13]1)(=[O:14])[N:15]=[C:16]=[S:17].[CH3:1][NH:2][CH2:3][CH:4]([CH3:5])[CH3:6].[Cl:18][CH:19]([Cl:20])[Cl:21]>>[CH3:1][N:2]([CH2:3][CH:4]([CH3:5])[CH3:6])[C:16]([NH:15][C:7]([c:8]1[cH:9][cH:10][cH:11][cH:12][cH:13]1)=[O:14])=[S:17]. Reactants: O=C(N=C=S)c1ccccc1, CNCC(C)C, ClC(Cl)Cl. Starting materials: ClC=1C=C(CNCCCO)C=CC1Cl (3-(3,4-dichlorobenzylamino)propanol), [H-].[Na+] (sodium hydride), ClC1=NC2=CC=CC=C2C(=C1)OCC1=CC=C(C=C1)OC (2-chloro-4-(4-methoxybenzyloxy)quinoline). Run in C1CCOC1 (THF), C1CCOC1 (THF). Reaction conditions: time 10 minute. Yields the product N (ammonia), ClC=1C=C(CNCCCOC2=NC3=CC=CC=C3C(=C2)OCC2=CC=C(C=C2)OC)C=CC1Cl (2-[3-(3,4-Dichlorobenzylamino)propyloxy]-4-(4-methoxybenzyloxy)quinoline). The yield is 34.2%. RXN SMILES: [Cl:1][C:2]1[CH:3]=[C:4]([CH:11]=[CH:12][C:13]=1[Cl:14])[CH2:5][NH:6][CH2:7][CH2:8][CH2:9][OH:10].[H-].[Na+].Cl[C:18]1[CH:27]=[C:26]([O:28][CH2:29][C:30]2[CH:35]=[CH:34][C:33]([O:36][CH3:37])=[CH:32][CH:31]=2)[C:25]2[C:20](=[CH:21][CH:22]=[CH:23][CH:24]=2)[N:19]=1>C1COCC1>[NH3:6].[Cl:1][C:2]1[CH:3]=[C:4]([CH:11]=[CH:12][C:13]=1[Cl:14])[CH2:5][NH:6][CH2:7][CH2:8][CH2:9][O:10][C:18]1[CH:27]=[C:26]([O:28][CH2:29][C:30]2[CH:31]=[CH:32][C:33]([O:36][CH3:37])=[CH:34][CH:35]=2)[C:25]2[C:20](=[CH:21][CH:22]=[CH:23][CH:24]=2)[N:19]=1 |f:1.2|. Procedure: A solution of 3-(3,4-dichlorobenzylamino)propanol (47 mg, 0.2 mmol) in dry THF (0.5 ml) was added to a suspension of sodium hydride (60% dispersion in oil, 8.0 mg, 0.2 mmol) at room temperature under an argon atmosphere. After 10 min the mixture was heater to reflux for a further 20 min. A solution of 2-chloro-4-(4-methoxybenzyloxy)quinoline (62 mg, 0.2 mmol) in dry THF (0.5 ml) was added and reflux continued under an argon atmosphere for a further 30 min. The solvent was evaporated, the residue... Reactants: BrC1=CC=C(C=C1)C1=C(C=C2C(=N1)N=C(N2COCC[Si](C)(C)C)O[C@H]2[C@@H]1[C@H](OC2)[C@@H](CO1)O[Si](C)(C)C(C)(C)C)Cl (5-(4-bromophenyl)-2-(((3R,3aR,6R,6aS)-6-((tert-butyldimethylsilyl)oxy)hexahydrofuro[3,2-b]furan-3-yl)oxy)-6-chloro-1-((2-(trimethylsilyl)ethoxy)methyl)-1H-imidazo[4,5-b]pyridine), C(#C)C1CCN(CC1)C(=O)OC(C)(C)C (tert-butyl 4-ethynylpiperidine-1-carboxylate). The reagents and catalysts are [Cu]I (CuI), Cl[Pd]([P](C1=CC=CC=C1)(C2=CC=CC=C2)C3=CC=CC=C3)([P](C4=CC=CC=C4)(C5=CC=CC=C5)C6=CC=CC=C6)Cl (Pd(PPh3)2Cl2). Solvent: C(C)N(CC)CC (triethylamine). Yields the product [Si](C)(C)(C(C)(C)C)O[C@@H]1CO[C@H]2[C@@H]1OC[C@H]2OC=2N(C=1C(=NC(=C(C1)Cl)C1=CC=C(C=C1)C#CC1CCN(CC1)C(=O)OC(C)(C)C)N2)COCC[Si](C)(C)C (tert-butyl 4-((4-(2-(((3R,3aR,6R,6aS)-6-((tert-butyldimethylsilyl)oxy)-hexahydrofuro[3,2-b]furan-3-yl)oxy)-6-chloro-1-((2-(trimethylsilyl)ethoxy)methyl)-1H-imidazo[4,5-b]pyridin-5-yl)phenyl)ethynyl)piperidine-1-carboxylate). Reaction SMILES: Br[C:2]1[CH:7]=[CH:6][C:5]([C:8]2[N:13]=[C:12]3[N:14]=[C:15]([O:25][C@@H:26]4[CH2:30][O:29][C@@H:28]5[C@H:31]([O:34][Si:35]([C:38]([CH3:41])([CH3:40])[CH3:39])([CH3:37])[CH3:36])[CH2:32][O:33][C@H:27]45)[N:16]([CH2:17][O:18][CH2:19][CH2:20][Si:21]([CH3:24])([CH3:23])[CH3:22])[C:11]3=[CH:10][C:9]=2[Cl:42])=[CH:4][CH:3]=1.[C:43]([CH:45]1[CH2:50][CH2:49][N:48]([C:51]([O:53][C:54]([CH3:57])([CH3:56])[CH3:55])=[O:52])[CH2:47][CH2:46]1)#[CH:44]>[Cu]I.Cl[Pd](Cl)([P](C1C=CC=CC=1)(C1C=CC=CC=1)C1C=CC=CC=1)[P](C1C=CC=CC=1)(C1C=CC=CC=1)C1C=CC=CC=1.C(N(CC)CC)C>[Si:35]([O:34][C@H:31]1[C@H:28]2[O:29][CH2:30][C@@H:26]([O:25][C:15]3[N:16]([CH2:17][O:18][CH2:19][CH2:20][Si:21]([CH3:24])([CH3:23])[CH3:22])[C:11]4[C:12]([N:14]=3)=[N:13][C:8]([C:5]3[CH:4]=[CH:3][C:2]([C:44]#[C:43][CH:45]5[CH2:46][CH2:47][N:48]([C:51]([O:53][C:54]([CH3:57])([CH3:56])[CH3:55])=[O:52])[CH2:49][CH2:50]5)=[CH:7][CH:6]=3)=[C:9]([Cl:42])[CH:10]=4)[C@H:27]2[O:33][CH2:32]1)([C:38]([CH3:40])([CH3:41])[CH3:39])([CH3:37])[CH3:36] |^1:62,81|. Procedure details: To a round bottom flask fitted with a reflux condenser under a nitrogen atmosphere was added 5-(4-bromophenyl)-2-(((3R,3aR,6R,6aS)-6-((tert-butyldimethylsilyl)oxy)hexahydrofuro[3,2-b]furan-3-yl)oxy)-6-chloro-1-((2-(trimethylsilyl)ethoxy)methyl)-1H-imidazo[4,5-b]pyridine (436 mg, 0.625 mmol), tert-butyl 4-ethynylpiperidine-1-carboxylate (157 mg, 0.750 mmol), CuI (9.5 mg, 0.049 mmol), and Pd(PPh3)2Cl2 (70 mg, 0.100 mmol). Then triethylamine (4.0 mL) was added. The reaction mixture was cooled to −7...